Dataset: the Open Reaction Database (ORD), a public repository of structured organic reaction records. Task: describe an organic reaction: reactants, conditions, products, and yield Reactants: CCOC(C)=O, CN(Cc1cc(-c2ccsc2)n(S(=O)(=O)c2ccccc2)c1)C(=O)OC(C)(C)C, CO, Cl. Product: CNCc1cc(-c2ccsc2)n(S(=O)(=O)c2ccccc2)c1, Cl. RXN SMILES: [C:30]([O:31][CH2:32][CH3:33])(=[O:34])[CH3:35].[CH3:1][N:2]([C:3](=[O:4])[O:5][C:6]([CH3:7])([CH3:8])[CH3:9])[CH2:10][c:11]1[cH:12][n:13]([S:21](=[O:22])(=[O:23])[c:24]2[cH:25][cH:26][cH:27][cH:28][cH:29]2)[c:14](-[c:16]2[cH:17][s:18][cH:19][cH:20]2)[cH:15]1.[CH3:37][OH:38].[ClH:36]>>[CH3:1][NH:2][CH2:10][c:11]1[cH:12][n:13]([S:21](=[O:22])(=[O:23])[c:24]2[cH:25][cH:26][cH:27][cH:28][cH:29]2)[c:14](-[c:16]2[cH:17][s:18][cH:19][cH:20]2)[cH:15]1.[ClH:36]. Starting materials: Cl (HCl), C(CC)C1=CC=C(C=C1)NS(=O)(=O)C(C)(C)C (4-n-propylphenyl-t-butylsulfonamide), B(OC(C)C)(OC(C)C)OC(C)C (B(OiPr)3), [Li]CCCC (n-BuLi). Solvent: C1CCOC1 (THF). Reaction conditions: time 2 hour. The product is C(CC)C1=CC=CC=C1.C(C)(C)(C)S(=O)(=O)N (4-n-propylbenzene t-butylsulfonamide). As a reaction SMILES: [CH2:1]([C:4]1[CH:9]=[CH:8][C:7]([NH:10][S:11]([C:14]([CH3:17])([CH3:16])[CH3:15])(=[O:13])=[O:12])=[CH:6][CH:5]=1)[CH2:2][CH3:3].[Li]CCCC.B(OC(C)C)(OC(C)C)OC(C)C.Cl>C1COCC1>[CH2:1]([C:4]1[CH:9]=[CH:8][CH:7]=[CH:6][CH:5]=1)[CH2:2][CH3:3].[C:14]([S:11]([NH2:10])(=[O:13])=[O:12])([CH3:17])([CH3:16])[CH3:15] |f:5.6|. Procedure details: To a solution of 4-n-propylphenyl-t-butylsulfonamide (2.85 g, 11.2 mmoL) in anhydrous THF (20 mL) cooled to -40° C. under N2 was added 2.5M n-BuLi solution (11.2 mL, 2.5 equiv). The mixture was warmed to rt and stirred for 2 h. To the mixture, containing the bright red dianion at 0° C., was added B(OiPr)3 (3.9 mL, 1.5 equiv). The next day 2N HCl (3 mL) was added and the mixture was stirred for 1 h. The solvent was removed under reduced pressure and the residue was extracted with EtOAc. The organ... The reactants are O=O (oxygen), C([C@@H]1[C@H]([C@@H]([C@H](C(=O)O1)O)O)O)O (gluconolactone), O=O (oxygen), [OH-].[Na+] (sodium hydroxide), O=O (oxygen). Reagents/catalysts: Pb Pt/C. Solvent: O (water). Reaction conditions: time 10 minute. The product is O=C([C@H](O)[C@@H](O)[C@H](O)[C@H](O)CO)O (D-gluconic Acid). RXN SMILES: [CH2:1]([OH:12])[C@H:2]1[O:8][C:6](=[O:7])[C@H:5]([OH:9])[C@@H:4]([OH:10])[C@@H:3]1[OH:11].[OH-:13].[Na+].O=O>O>[O:7]=[C:6]([OH:8])[C@@H:5]([C@H:4]([C@@H:3]([C@@H:2]([CH2:1][OH:12])[OH:13])[OH:11])[OH:10])[OH:9] |f:1.2|. Procedure: 50.0 g of gluconolactone is dissolved in 950 ml demineralised water. The pH is adjusted to 6.0 with 25 g of a 45% w/w sodium hydroxide solution. The solution is heated to 55° C. under nitrogen, until no more oxygen is detected. 6.35 g of the prepared Pb/Pt/C catalyst (ratio Pt/Pb 5/2) is added and the suspension is stirred at 1300 rpm for another 10 minutes under nitrogen. The reaction is started by switching from nitrogen to oxygen (maximum 10% oxygen in the mixture). The reaction is continued ... The reactants are [Si](C)(C)(C(C)(C)C)C([C@@H]1[C@H](C[C@@H](O1)N1C(NC(N(C1)C)=O)=O)O)O (1-(5-tert-butyldimethylsilyl-2-deoxy-β-D-ribofuranosyl)-5-methyl-5,6-dihydro-s-triazine-2,4-(1H,3H)-dione), C([O-])(O)=O.[Na+] (sodium bicarbonate), N1=CC=CC=C1 (pyridine), C(CCCCCCCCCCC)(=O)Cl (lauroyl chloride). Solvent: C(Cl)(Cl)Cl (chloroform), O (water). Run at temperature 10 celsius. Product: [Si](C)(C)(C(C)(C)C)C([C@@H]1[C@H](C[C@@H](O1)N1C(NC(N(C1)C)=O)=O)OC(CCCCCCCCCCC)=O)O (1-(5-tert-butyldimethylsilyl-3-O lauroyl-2-deoxy-β-D-ribofuranosyl)-5,6-dihydro-5-methyl-s-triazine-2,4-(1H,3H)-dione). The yield is 88.7%. Reaction SMILES: [Si:1]([CH:8]([OH:24])[C@H:9]1[O:13][C@@H:12]([N:14]2[CH2:19][N:18]([CH3:20])[C:17](=[O:21])[NH:16][C:15]2=[O:22])[CH2:11][C@@H:10]1[OH:23])([C:4]([CH3:7])([CH3:6])[CH3:5])([CH3:3])[CH3:2].N1C=CC=CC=1.[C:31](Cl)(=[O:43])[CH2:32][CH2:33][CH2:34][CH2:35][CH2:36][CH2:37][CH2:38][CH2:39][CH2:40][CH2:41][CH3:42].C(=O)(O)[O-].[Na+]>C(Cl)(Cl)Cl.O>[Si:1]([CH:8]([OH:24])[C@H:9]1[O:13][C@@H:12]([N:14]2[CH2:19][N:18]([CH3:20])[C:17](=[O:21])[NH:16][C:15]2=[O:22])[CH2:11][C@@H:10]1[O:23][C:31](=[O:43])[CH2:32][CH2:33][CH2:34][CH2:35][CH2:36][CH2:37][CH2:38][CH2:39][CH2:40][CH2:41][CH3:42])([C:4]([CH3:5])([CH3:6])[CH3:7])([CH3:2])[CH3:3] |f:3.4|. Procedure: To a solution consisting of 3.59 gm. (0.010 mole) of 1-(5-tert-butyldimethylsilyl-2-deoxy-β-D-ribofuranosyl)-5-methyl-5,6-dihydro-s-triazine-2,4-(1H,3H)-dione and 30 ml. A. R. pyridine that had been cooled to 5° C. was added, with stirring, 2.55 gm. (0.0116 mole) of freshly distilled lauroyl chloride. This reaction mixture was stirred for 18 hours at 25° C. Then it was cooled to 10° C. and 3 ml. water was added. This mixture was stirred at 25° C. while the solvents were removed by evaporation un... The reactants are CCO, CCOC(C)=O, [H][H], COc1ccc(CN(Cc2ccc(OC)cc2)c2nc(C)nc(-c3cc(C4=CCOCC4)cnc3F)n2)cc1, [OH-], [OH-], [Pd+2]. Product: COc1ccc(CN(Cc2ccc(OC)cc2)c2nc(C)nc(-c3cc(C4CCOCC4)cnc3F)n2)cc1. As a reaction SMILES: [CH3:42][CH2:43][OH:44].[CH3:45][CH2:46][O:47][C:48]([CH3:49])=[O:50].[H:40][H:41].[O:1]1[CH2:2][CH2:3][C:4]([c:7]2[cH:8][c:9](-[c:14]3[n:15][c:16]([N:21]([CH2:22][c:23]4[cH:24][cH:25][c:26]([O:29][CH3:30])[cH:27][cH:28]4)[CH2:31][c:32]4[cH:33][cH:34][c:35]([O:38][CH3:39])[cH:36][cH:37]4)[n:17][c:18]([CH3:20])[n:19]3)[c:10]([F:13])[n:11][cH:12]2)=[CH:5][CH2:6]1.[OH-:51].[OH-:53].[Pd+2:52]>>[O:1]1[CH2:2][CH2:3][CH:4]([c:7]2[cH:8][c:9](-[c:14]3[n:15][c:16]([N:21]([CH2:22][c:23]4[cH:24][cH:25][c:26]([O:29][CH3:30])[cH:27][cH:28]4)[CH2:31][c:32]4[cH:33][cH:34][c:35]([O:38][CH3:39])[cH:36][cH:37]4)[n:17][c:18]([CH3:20])[n:19]3)[c:10]([F:13])[n:11][cH:12]2)[CH2:5][CH2:6]1. Reactants: 4-(cis-2,6-dimethylpiperidine) (R) -ditetrahydronaphthodioxaphosphepin, C1(=CC=CC=C1)C.C[Zn]C (dimethylzinc toluene), C1(\C=C\CCCCCCCCCCCC1)=O ((2E)-cyclopentadecenone), C(C)(=O)OC(C)=O (acetic anhydride). The reagents and catalysts are C(F)(F)(F)S(=O)(=O)[O-].C(F)(F)(F)S(=O)(=O)[O-].[Cu+2] (Cu(OTf)2). Solvent: C1(=CC=CC=C1)C (toluene). Conditions: time 1 hour. The product is C(C)(=O)OC1=C[C@@H](CCCCCCCCCCCC1)C ((R)-3-methyl-1-cyclopentadecenyl acetate). The yield is 94.4%. RXN SMILES: C1(C)C=CC=CC=1.C[Zn]C.[C:11]([O:14][C:15](=[O:17])[CH3:16])(=O)[CH3:12].[C:18]1(=O)[CH2:32][CH2:31]C[CH2:29][CH2:28][CH2:27][CH2:26][CH2:25][CH2:24][CH2:23][CH2:22][CH2:21][CH:20]=[CH:19]1>C(S([O-])(=O)=O)(F)(F)F.C(S([O-])(=O)=O)(F)(F)F.[Cu+2].C1(C)C=CC=CC=1>[C:15]([O:14][C:11]1[CH2:31][CH2:32][CH2:18][CH2:19][CH2:20][CH2:21][CH2:22][CH2:23][CH2:24][CH2:25][CH2:26][CH2:27][C@@H:28]([CH3:29])[CH:12]=1)(=[O:17])[CH3:16] |f:0.1,4.5.6|. Procedure details: Under a nitrogen atmosphere 3.30 g (7.25 mmol) of an optically active ligand 4-(cis-2,6-dimethylpiperidine)-(R) -ditetrahydronaphthodioxaphosphepin, 1.31 g (3.62 mmol) of Cu(OTf)2, 217 ml (0.43 mol) of a dimethylzinc toluene solution (2.0 mol/l), and 1420 g of toluene were added to a 2,000-ml reaction flask and stirred. Then, 37.0 g (0.36 mol) of acetic anhydride was added thereto at −20° C., and then 79.8 g (0.36 mol) of (2E)-cyclopentadecenone was added thereto dropwise over 1 hour. After drop...